Dataset: the Open Reaction Database (ORD), a public repository of structured organic reaction records. Task: describe an organic reaction: reactants, conditions, products, and yield The reactants are CC(=Cc1ccc(C(C)(C)C)cc1)CBr, C1CCNCC1. Yields the product CC(=Cc1ccc(C(C)(C)C)cc1)CN1CCCCC1. RXN SMILES: [C:1]([CH3:2])([CH3:3])([CH3:4])[c:5]1[cH:6][cH:7][c:8]([CH:11]=[C:12]([CH2:13][Br:14])[CH3:15])[cH:9][cH:10]1.[CH2:16]1[CH2:17][CH2:18][NH:19][CH2:20][CH2:21]1>>[C:1]([CH3:2])([CH3:3])([CH3:4])[c:5]1[cH:6][cH:7][c:8]([CH:11]=[C:12]([CH2:13][N:19]2[CH2:18][CH2:17][CH2:16][CH2:21][CH2:20]2)[CH3:15])[cH:9][cH:10]1.